From a dataset of the Open Reaction Database (ORD), a public repository of structured organic reaction records. describe an organic reaction: reactants, conditions, products, and yield The reactants are N1(C=CC=C1)NC1=CC=NC=C1 (N-(1H-pyrrol-1-yl)-4-pyridinamine), CN=C=O (methyl isocyanate). Run in C1=CC=CC=C1 (benzene). Conditions: temperature 50 celsius, time 2 hour. Yields the product N1=CC=C(C=C1)N(C(=O)NC)N1C=CC=C1 (N-(4-Pyridinyl)-N-(1H-pyrrol-1-yl)-N'-methylurea). Isolated yield 92.0%. RXN SMILES: [N:1]1([NH:6][C:7]2[CH:12]=[CH:11][N:10]=[CH:9][CH:8]=2)[CH:5]=[CH:4][CH:3]=[CH:2]1.[CH3:13][N:14]=[C:15]=[O:16]>C1C=CC=CC=1>[N:10]1[CH:11]=[CH:12][C:7]([N:6]([N:1]2[CH:2]=[CH:3][CH:4]=[CH:5]2)[C:15]([NH:14][CH3:13])=[O:16])=[CH:8][CH:9]=1. Procedure details: A solution containing 4 g of N-(1H-pyrrol-1-yl)-4-pyridinamine and 1.6 g of methyl isocyanate in 125 ml of benzene was stirred at 50° C. for two hours, and thereafter cooled and evaporated to 6 g of a solid. This material was purified by HPLC (silica gel, 50% ethyl acetate in dichloromethane) to give 5 g of a solid, mp 156°-160° C. This material was recrystallized twice from benzene to give 2.6 g of crystals, mp 162°-163° C. Reactants: C1(=CC=CC=C1)CCCN1CCNCC1 (1-(3-phenylpropyl)piperazine), Cl.O=C1C2N(C(O1)=O)C(SC2)C=2C=NC=CC2 (1,3-dioxo-5-(3-pyridyl)thiazolidino[3,4-c]oxazolidine hydrochloride). Solvent: CS(=O)C (dimethyl sulfoxide), CS(=O)C (dimethyl sulfoxide), C(C)(=O)OCC (ethyl acetate). Reaction conditions: time 2 hour. Product: C1(=CC=CC=C1)CCCN1CCN(CC1)C(=O)C1NC(SC1)C=1C=NC=CC1 (1-(3-phenylpropyl)-4-[2-(3-pyridyl)thiazolidin-4-ylcarbonyl]piperazine). The yield is 96.3%. Reaction SMILES: [C:1]1([CH2:7][CH2:8][CH2:9][N:10]2[CH2:15][CH2:14][NH:13][CH2:12][CH2:11]2)[CH:6]=[CH:5][CH:4]=[CH:3][CH:2]=1.Cl.[O:17]=[C:18]1OC(=O)[N:20]2[CH:24]([C:27]3[CH:28]=[N:29][CH:30]=[CH:31][CH:32]=3)[S:25][CH2:26][CH:19]12>CS(C)=O.C(OCC)(=O)C>[C:1]1([CH2:7][CH2:8][CH2:9][N:10]2[CH2:11][CH2:12][N:13]([C:18]([CH:19]3[CH2:26][S:25][CH:24]([C:27]4[CH:28]=[N:29][CH:30]=[CH:31][CH:32]=4)[NH:20]3)=[O:17])[CH2:14][CH2:15]2)[CH:6]=[CH:5][CH:4]=[CH:3][CH:2]=1 |f:1.2|. Procedure: A solution of 40 mg of 1-(3-phenylpropyl)piperazine in 0.5 ml of dimethyl sulfoxide was added to a solution of 50 mg of 1,3-dioxo-5-(3-pyridyl)thiazolidino[3,4-c]oxazolidine hydrochloride in 1 ml of dimethyl sulfoxide at room temperature. The reaction mixture was stirred for 2 hours at room temperature, then diluted with ethyl acetate, washed in sequence with saturated aqueous solution of sodium hydrogen carbonate, water and saturated aqueous solution of sodium chloride, dried over anhydrous sod...